From a dataset of the Open Reaction Database (ORD), a public repository of structured organic reaction records. describe an organic reaction: reactants, conditions, products, and yield Reactants: Cl (HCl), [OH-].[Na+] (NaOH), BrBr (Br2), Br[O-] (hypobromite), [N+](=O)([O-])C1=CC=C(C=C1)C12CC3(CC(CC3C1)C2)C(C)=O (1-[1-(4-nitrophenyl)tricyclo[3.3.1.03,7]non-3-yl]ethanone). Solvent: O (water), O1CCOCC1 (1,4 dioxane), O (H2O), O1CCOCC1 (1,4-dioxane). Conditions: time 5 minute. Yields the product [N+](=O)([O-])C1=CC=C(C=C1)C12CC3(CC(CC3C1)C2)C(=O)O (1-(4-nitrophenyl)tricyclo[3.3.1.03,7]nonane-3-carboxylic acid). The yield is 75.0%. Reaction SMILES: [OH-:1].[Na+].BrBr.Br[O-].[N+:7]([C:10]1[CH:15]=[CH:14][C:13]([C:16]23[CH2:24][CH:20]4[CH2:21][CH:22]([CH2:23]2)[C:18]([C:25](=[O:27])C)([CH2:19]4)[CH2:17]3)=[CH:12][CH:11]=1)([O-:9])=[O:8].Cl>O1CCOCC1.O>[N+:7]([C:10]1[CH:15]=[CH:14][C:13]([C:16]23[CH2:24][CH:20]4[CH2:21][CH:22]([CH2:23]2)[C:18]([C:25]([OH:1])=[O:27])([CH2:19]4)[CH2:17]3)=[CH:12][CH:11]=1)([O-:9])=[O:8] |f:0.1|. Reported procedure: To a stirred solution of NaOH (6.3 g, 158.0 mmol), H2O (54.0 mL) and 1,4 dioxane (7 mL) at ice bath temperature was added Br2 (3.2 mL, 59.0 mmol) and stirred for 5 minutes. The formed hypobromite solution was added dropwise to a stirred solution of 1-[1-(4-nitrophenyl)tricyclo[3.3.1.03,7]non-3-yl]ethanone (3.0 g, 10.53 mmol) obtained in step I, in 1,4-dioxane (14 mL) at ice bath temperature. The reaction mixture was gradually warmed to r.t. and after 1 h, it was cooled to ice bath temperature an... Reactants: Cl (HCl), C(CN)N (ethylenediamine), FC=1C=C(C=C(C1)F)[C@@]1(CNC2(CCCC2)C(N1CCSC=1C=C2C[C@]3(C(N(C4=NC=CC=C43)COCC[Si](C)(C)C)=O)CC2=CC1)=O)C ((2R)-5-({2-[(8R)-8-(3,5-difluorophenyl)-8-methyl-10-oxo-6,9-diazaspiro[4.5]dec-9-yl]ethyl}sulfanyl)-1′-{[2-(trimethylsilyl)ethoxy]methyl}-1,3-dihydrospiro[indene-2,3′-pyrrolo[2,3-b]pyridin]-2′(1′H)-one), Cl (HCl). Solvent: CO (MeOH). Reaction conditions: time 2 hour. The product is [NH4+].[OH-] (NH4OH), FC=1C=C(C=C(C1)F)[C@@]1(CNC2(CCCC2)C(N1CCSC=1C=C2C[C@]3(C(NC4=NC=CC=C43)=O)CC2=CC1)=O)C ((2R)-5-({2-[(8R)-8-(3,5-Difluorophenyl)-8-methyl-10-oxo-6,9-diazaspiro[4.5]dec-9-yl]ethyl}sulfanyl)-1,3-dihydrospiro[indene-2,3′-pyrrolo[2,3-b]pyridin]-2′(1′H)-one). RXN SMILES: [F:1][C:2]1[CH:3]=[C:4]([C@@:9]2([CH3:49])[N:18]([CH2:19][CH2:20][S:21][C:22]3[CH:23]=[C:24]4[C:45](=[CH:46][CH:47]=3)[CH2:44][C@:26]3([C:34]5[C:29](=[N:30][CH:31]=[CH:32][CH:33]=5)[N:28](C[O:36]CC[Si](C)(C)C)[C:27]3=[O:43])[CH2:25]4)[C:17](=[O:48])[C:12]3([CH2:16][CH2:15][CH2:14][CH2:13]3)[NH:11][CH2:10]2)[CH:5]=[C:6]([F:8])[CH:7]=1.Cl.C(N)CN>CO>[NH4+:11].[OH-:36].[F:1][C:2]1[CH:3]=[C:4]([C@@:9]2([CH3:49])[N:18]([CH2:19][CH2:20][S:21][C:22]3[CH:23]=[C:24]4[C:45](=[CH:46][CH:47]=3)[CH2:44][C@:26]3([C:34]5[C:29](=[N:30][CH:31]=[CH:32][CH:33]=5)[NH:28][C:27]3=[O:43])[CH2:25]4)[C:17](=[O:48])[C:12]3([CH2:13][CH2:14][CH2:15][CH2:16]3)[NH:11][CH2:10]2)[CH:5]=[C:6]([F:8])[CH:7]=1 |f:4.5|. Procedure details: A solution of (2R)-5-({2-[(8R)-8-(3,5-difluorophenyl)-8-methyl-10-oxo-6,9-diazaspiro[4.5]dec-9-yl]ethyl}sulfanyl)-1′-{[2-(trimethylsilyl)ethoxy]methyl}-1,3-dihydrospiro[indene-2,3′-pyrrolo[2,3-b]pyridin]-2′(1′H)-one from Step A (69 mg, 0.098 mmol) in MeOH (10 mL) was saturated with HCl (g). After 1 h the mixture was resaturated with HCl (g), aged for 2 h, and then concentrated in vacuo. The residue was dissolved in MeOH (5 mL) and treated with ethylenediamine (0.033 mL, 0.489 mmol) to adjust the... Starting materials: C(C)OC1(C(NC(C1)=O)=C=O)CC(=O)OCC (3-ethoxy-carbonyl-5-oxo-3-pyrrolidineacetic acid, ethyl ester), [OH-].[Na+] (sodium hydroxide), Cl (hydrochloric acid). Reaction conditions: time 3 hour. Yields the product C(C)N1C(C2(CC1=O)CNC(C2)=O)=O (2-ethyl-2,7-diazaspiro[4.4]nonane-1,3,8-trione). RXN SMILES: C(O[C:4]1([CH2:12][C:13]([O:15]CC)=O)[CH2:8][C:7](=[O:9])[NH:6][C:5]1=C=O)C.[OH-:18].[Na+].Cl>>[CH2:5]([N:6]1[C:13](=[O:15])[CH2:12][C:4]2([CH2:8][C:7](=[O:9])[NH:6][CH2:5]2)[C:7]1=[O:18])[CH3:4] |f:1.2|. Procedure details: A suspension of 24.3 g (0.10 mmole) 3-ethoxy-carbonyl-5-oxo-3-pyrrolidineacetic acid, ethyl ester in an excess of 2 N sodium hydroxide, was stirred three hours at room temperature, acidified with dilute hydrochloric acid, and evaporated to dryness in vacuo. The product, 3-carboxy-5-oxo3-pyrrolidineacetic acid, was taken up in isopropyl alcohol, separated from insoluble sodium chloride by filtration, concentrated to a syrup and dissolved in 100 ml 70% ethylamine. The solution was gradually heated... The reactants are [Br-], O=C(O)CCC[P+](c1ccccc1)(c1ccccc1)c1ccccc1, C1CCOC1, CS(C)=O, COC1=C(C)CC(OC)(C(C)CC=O)C(C)=C1C, [Na+], [OH-], O. Product: COC1=C(C)CC(OC)(C(C)CC=CCCC(=O)O)C(C)=C1C. RXN SMILES: [Br-:7].[C:8](=[O:9])([OH:10])[CH2:11][CH2:12][CH2:13][P+:14]([c:15]1[cH:16][cH:17][cH:18][cH:19][cH:20]1)([c:21]1[cH:22][cH:23][cH:24][cH:25][cH:26]1)[c:27]1[cH:28][cH:29][cH:30][cH:31][cH:32]1.[CH2:52]1[O:53][CH2:54][CH2:55][CH2:56]1.[CH3:1][S:2]([CH3:3])=[O:4].[CH3:33][C:34]1=[C:39]([O:40][CH3:41])[C:38]([CH3:42])=[C:37]([CH3:43])[C:36]([O:44][CH3:45])([CH:46]([CH2:47][CH:48]=[O:49])[CH3:50])[CH2:35]1.[Na+:6].[OH-:5].[OH2:51]>>[C:8](=[O:9])([OH:10])[CH2:11][CH2:12][CH:13]=[CH:48][CH2:47][CH:46]([C:36]1([O:44][CH3:45])[CH2:35][C:34]([CH3:33])=[C:39]([O:40][CH3:41])[C:38]([CH3:42])=[C:37]1[CH3:43])[CH3:50].